This data is from the Open Reaction Database (ORD), a public repository of structured organic reaction records. The task is: describe an organic reaction: reactants, conditions, products, and yield Reactants: O=C1C(Cc2ccccc2)NC2(CCNCC2)N1Cc1ccccc1, Cc1ccccc1, Fc1ccc(N=C=S)c(F)c1. Product: O=C1C(Cc2ccccc2)NC2(CCN(C(=S)Nc3ccc(F)cc3F)CC2)N1Cc1ccccc1. As a reaction SMILES: [CH2:12]([c:13]1[cH:14][cH:15][cH:16][cH:17][cH:18]1)[N:19]1[C:20](=[O:36])[CH:21]([CH2:29][c:30]2[cH:31][cH:32][cH:33][cH:34][cH:35]2)[NH:22][C:23]12[CH2:24][CH2:25][NH:26][CH2:27][CH2:28]2.[CH3:37][c:38]1[cH:39][cH:40][cH:41][cH:42][cH:43]1.[F:1][c:2]1[c:3]([N:9]=[C:10]=[S:11])[cH:4][cH:5][c:6]([F:8])[cH:7]1>>[F:1][c:2]1[c:3]([NH:9][C:10](=[S:11])[N:26]2[CH2:25][CH2:24][C:23]3([N:19]([CH2:12][c:13]4[cH:14][cH:15][cH:16][cH:17][cH:18]4)[C:20](=[O:36])[CH:21]([CH2:29][c:30]4[cH:31][cH:32][cH:33][cH:34][cH:35]4)[NH:22]3)[CH2:28][CH2:27]2)[cH:4][cH:5][c:6]([F:8])[cH:7]1. Starting materials: C=O, O=CO, COc1cc2ncnc(Nc3cccc(Cl)c3F)c2cc1OC1CCNC1, Cl. Yields the product COc1cc2ncnc(Nc3cccc(Cl)c3F)c2cc1OC1CCN(C)C1. RXN SMILES: [CH2:29]=[O:30].[CH:31]([OH:32])=[O:33].[Cl:2][c:3]1[c:4]([F:28])[c:5]([NH:6][c:7]2[n:8][cH:9][n:10][c:11]3[cH:12][c:13]([O:23][CH3:24])[c:14]([O:17][CH:18]4[CH2:19][NH:20][CH2:21][CH2:22]4)[cH:15][c:16]23)[cH:25][cH:26][cH:27]1.[ClH:1]>>[Cl:2][c:3]1[c:4]([F:28])[c:5]([NH:6][c:7]2[n:8][cH:9][n:10][c:11]3[cH:12][c:13]([O:23][CH3:24])[c:14]([O:17][CH:18]4[CH2:19][N:20]([CH3:29])[CH2:21][CH2:22]4)[cH:15][c:16]23)[cH:25][cH:26][cH:27]1. Reactants: CCc1ccc(C=O)cc1, CCc1ccc(CC=COC)cc1. Product: CCc1ccc(CCC=O)cc1. RXN SMILES: [CH2:14]([c:15]1[cH:16][cH:17][c:18]([CH:19]=[O:20])[cH:21][cH:22]1)[CH3:23].[CH2:1]([CH3:2])[c:3]1[cH:4][cH:5][c:6]([CH2:9][CH:10]=[CH:11][O:12][CH3:13])[cH:7][cH:8]1>>[CH2:1]([CH3:2])[c:3]1[cH:4][cH:5][c:6]([CH2:9][CH2:10][CH:11]=[O:12])[cH:7][cH:8]1. Starting materials: CSc1cccc(NCC2CN(Cc3ccccc3)CCO2)c1, CN(C)P(=O)(N(C)C)N(C)C, Cc1ccccc1, O=C(Cl)Oc1ccccc1. The product is CSc1cccc(NCC2CN(C(=O)Oc3ccccc3)CCO2)c1. RXN SMILES: [CH2:1]([c:2]1[cH:3][cH:4][cH:5][cH:6][cH:7]1)[N:8]1[CH2:9][CH:10]([CH2:14][NH:15][c:16]2[cH:17][c:18]([S:22][CH3:23])[cH:19][cH:20][cH:21]2)[O:11][CH2:12][CH2:13]1.[CH3:24][N:25]([P:26]([N:27]([CH3:28])[CH3:29])([N:30]([CH3:31])[CH3:32])=[O:33])[CH3:34].[CH3:45][c:46]1[cH:47][cH:48][cH:49][cH:50][cH:51]1.[Cl:35][C:36](=[O:37])[O:38][c:39]1[cH:40][cH:41][cH:42][cH:43][cH:44]1>>[N:8]1([C:36](=[O:37])[O:38][c:39]2[cH:40][cH:41][cH:42][cH:43][cH:44]2)[CH2:9][CH:10]([CH2:14][NH:15][c:16]2[cH:17][c:18]([S:22][CH3:23])[cH:19][cH:20][cH:21]2)[O:11][CH2:12][CH2:13]1. The reactants are Cc1cc(-c2ccc(C(F)(F)F)cc2)cc(-c2cccc(-c3cccc(S(=O)(=O)O)c3)n2)n1, CCOC(C)=O, CN(C)C=O, O=S(Cl)Cl. Product: Cc1cc(-c2ccc(C(F)(F)F)cc2)cc(-c2cccc(-c3cccc(S(=O)(=O)Cl)c3)n2)n1. Reaction SMILES: [CH3:1][c:2]1[cH:3][c:4](-[c:24]2[cH:25][cH:26][c:27]([C:30]([F:31])([F:32])[F:33])[cH:28][cH:29]2)[cH:5][c:6](-[c:8]2[n:9][c:10](-[c:14]3[cH:15][c:16]([S:20](=[O:21])(=[O:22])[OH:23])[cH:17][cH:18][cH:19]3)[cH:11][cH:12][cH:13]2)[n:7]1.[CH3:43][CH2:44][O:45][C:46]([CH3:47])=[O:48].[O:38]=[CH:39][N:40]([CH3:41])[CH3:42].[S:34]([Cl:35])([Cl:36])=[O:37]>>[CH3:1][c:2]1[cH:3][c:4](-[c:24]2[cH:25][cH:26][c:27]([C:30]([F:31])([F:32])[F:33])[cH:28][cH:29]2)[cH:5][c:6](-[c:8]2[n:9][c:10](-[c:14]3[cH:15][c:16]([S:20](=[O:21])(=[O:22])[Cl:36])[cH:17][cH:18][cH:19]3)[cH:11][cH:12][cH:13]2)[n:7]1. Reactants: C1(CCCC1)N1N=C(C(=C1NC(=O)C=1C=CC=C2C=CC=NC12)C#N)C (1-cyclopentyl-3-methyl-4-cyano-5-(8-quinolinecarboxamido)-1H-pyrazole), [OH-].[K+] (potassium hydroxide), [OH-].[K+] (potassium hydroxide), OO (hydrogen peroxide), OO (hydrogen peroxide). Solvent: CO (methanol), O (water). Yields the product C1(CCCC1)N1NC(=C2C1=NC(=NC2=O)C=2C=CC=C1C=CC=NC21)C (1-cyclopentyl-3-methyl-6-(8-quinolinyl)-pyrazolo[3,4-d]pyrimidin-4-one). The yield is 19.3%. Reaction SMILES: [OH-:1].[K+].[CH:3]1([N:8]2[C:12]([NH:13][C:14]([C:16]3[CH:17]=[CH:18][CH:19]=[C:20]4[C:25]=3[N:24]=[CH:23][CH:22]=[CH:21]4)=O)=[C:11]([C:26]#[N:27])[C:10]([CH3:28])=[N:9]2)[CH2:7][CH2:6][CH2:5][CH2:4]1.OO>O.CO>[CH:3]1([N:8]2[C:12]3=[N:13][C:14]([C:16]4[CH:17]=[CH:18][CH:19]=[C:20]5[C:25]=4[N:24]=[CH:23][CH:22]=[CH:21]5)=[N:27][C:26](=[O:1])[C:11]3=[C:10]([CH3:28])[NH:9]2)[CH2:7][CH2:6][CH2:5][CH2:4]1 |f:0.1|. Procedure: To potassium hydroxide (0.2 g, 3.0 mmol) in water (75 ml) cooled in an ice bath was added 1-cyclopentyl-3-methyl-4-cyano-5-(8-quinolinecarboxamido)-1H-pyrazole (2.05 g, 5.9 mmol) in methanol (30 ml) followed by 30% hydrogen peroxide (3.0 ml, 30 mmol). The reaction mixture was slowly warmed to room temperature and then refluxed for 24 hours. Additional potassium hydroxide (3.0 mmol) and 30% hydrogen peroxide (30 mmol) were added and the reaction mixture was refluxed for 1.5 hours. The reaction mi... Reaction SMILES: [NH2:1][C:2]1[CH:11]=[CH:10][C:9]([C:12]2[CH:17]=[CH:16][CH:15]=[CH:14][CH:13]=2)=[CH:8][C:3]=1[C:4]([O:6][CH3:7])=[O:5].N1C=CC=CC=1.[C:24](Cl)(Cl)=[O:25].[C:28]1([C:34]2[CH:35]=[CH:36][C:37]3[O:41][C:40]([CH2:42][OH:43])=[CH:39][C:38]=3[CH:44]=2)[CH:33]=[CH:32][CH:31]=[CH:30][CH:29]=1>C1(C)C=CC=CC=1>[CH3:7][O:6][C:4]([C:3]1[CH:8]=[C:9]([C:12]2[CH:17]=[CH:16][CH:15]=[CH:14][CH:13]=2)[CH:10]=[CH:11][C:2]=1[NH:1][C:24]([O:43][CH2:42][C:40]1[O:41][C:37]2[CH:36]=[CH:35][C:34]([C:28]3[CH:29]=[CH:30][CH:31]=[CH:32][CH:33]=3)=[CH:44][C:38]=2[CH:39]=1)=[O:25])=[O:5]. Procedure: To a solution of methyl 2-amino-5-phenylbenzoate (1.2 g, 5.28 mmol) in toluene (17.5 mL) and pyridine (0.75 mL, 9.24 mmol) was added 20% phosgene in toluene (3.97 mL, 7.65 mmol) under nitrogen. The mixture was heated at 90° C. for 1 h, cooled to 25° C. and filtered. The filtrate was taken to dryness. Toluene (30 mL), (5-phenyl-benzofuran-2-yl)-methanol (1.19 g, 5.28 mmol) and 4-dimethyl-aminopyridine (0.064 g, 0.53 mmol) were added to the residue under a nitrogen atmosphere. The mixture was heat... Product: COC(=O)C=1C=C(C=CC1NC(=O)OCC=1OC2=C(C1)C=C(C=C2)C2=CC=CC=C2)C2=CC=CC=C2 (4-(5-phenyl-benzofuran-2-ylmethoxycarbonylamino)-biphenyl-3-carboxylic acid methyl ester). The solvent is C1(=CC=CC=C1)C (Toluene), C1(=CC=CC=C1)C (toluene), C1(=CC=CC=C1)C (toluene). Starting materials: C1(=CC=CC=C1)C=1C=CC2=C(C=C(O2)CO)C1 ((5-phenyl-benzofuran-2-yl)-methanol), 4-dimethyl-aminopyridine, NC1=C(C(=O)OC)C=C(C=C1)C1=CC=CC=C1 (methyl 2-amino-5-phenylbenzoate), N1=CC=CC=C1 (pyridine), C(=O)(Cl)Cl (phosgene). Reaction conditions: temperature 90 celsius. As a reaction SMILES: [O:1]([CH2:9][C@H:10]1[C@@H:15]([CH2:16]/[CH:17]=[CH:18]\[CH2:19][CH2:20][CH2:21][C:22]([OH:24])=[O:23])[CH2:14][O:13][C@@H:12]([CH3:25])[O:11]1)[Si:2]([C:5]([CH3:8])([CH3:7])[CH3:6])([CH3:4])[CH3:3].[C:26](=O)([O-])[O-].[K+].[K+].CI.O>CN(C)C=O>[O:1]([CH2:9][C@H:10]1[C@@H:15]([CH2:16]/[CH:17]=[CH:18]\[CH2:19][CH2:20][CH2:21][C:22]([O:24][CH3:26])=[O:23])[CH2:14][O:13][C@@H:12]([CH3:25])[O:11]1)[Si:2]([C:5]([CH3:8])([CH3:6])[CH3:7])([CH3:4])[CH3:3] |f:1.2.3|. Conditions: time 5 hour. The product is O([Si](C)(C)C(C)(C)C)C[C@@H]1O[C@@H](OC[C@@H]1C\C=C/CCCC(=O)OC)C ((2R,4R,5S) -4-t-butyldimethylsiloxymethyl-5-[(Z)-6-methoxycarbonyl-2-hexenyl]-2-methyl-1,3-dioxane). The solvent is CN(C=O)C (N,N-dimethylformamide). The reactants are O([Si](C)(C)C(C)(C)C)C[C@@H]1O[C@@H](OC[C@@H]1C\C=C/CCCC(=O)O)C ((2R,4R,5S)-4-t-butyldimethylsiloxymethyl-5-[(Z)-6-carboxy-2-hexenyl]-2-methyl-1,3-dioxane), C([O-])([O-])=O.[K+].[K+] (potassium carbonate), CI (methyl iodide), O (water). Reported procedure: A solution of (2R,4R,5S)-4-t-butyldimethylsiloxymethyl-5-[(Z)-6-carboxy-2-hexenyl]-2-methyl-1,3-dioxane (4.75 g) in N,N-dimethylformamide (50 ml) were added potassium carbonate (1.76 g) and methyl iodide (1.62 ml) and the mixture was stirred at room temperature for 5 hours. The solution was poured into water and the resulting aqueous solution was extracted with ether. The organic layer was washed successively with water and brine and dried over magnesium sulfate. The solvent was evaporated in va... Isolated yield 84.7%. The reactants are [Al+3], C[Si](C)(C)CCOCn1ccnc1CC(Cc1nccn1COCC[Si](C)(C)C)C(=O)O, CCOC(C)=O, [H-], [H-], [H-], [H-], [Li+], [Na+], [Na+], O=S(=O)([O-])[O-], C1CCOC1. The product is C[Si](C)(C)CCOCn1ccnc1CC(CO)Cc1nccn1COCC[Si](C)(C)C. As a reaction SMILES: [Al+3:7].[CH3:12][Si:13]([CH2:14][CH2:15][O:16][CH2:17][n:18]1[c:19]([CH2:23][CH:24]([C:25](=[O:26])[OH:27])[CH2:28][c:29]2[n:30]([CH2:34][O:35][CH2:36][CH2:37][Si:38]([CH3:39])([CH3:40])[CH3:41])[cH:31][cH:32][n:33]2)[n:20][cH:21][cH:22]1)([CH3:42])[CH3:43].[CH3:51][CH2:52][O:53][C:54](=[O:55])[CH3:56].[H-:10].[H-:11].[H-:6].[H-:9].[Li+:8].[Na+:44].[Na+:45].[O-:46][S:47](=[O:48])(=[O:49])[O-:50].[O:1]1[CH2:2][CH2:3][CH2:4][CH2:5]1>>[CH3:12][Si:13]([CH2:14][CH2:15][O:16][CH2:17][n:18]1[c:19]([CH2:23][CH:24]([CH2:25][OH:26])[CH2:28][c:29]2[n:30]([CH2:34][O:35][CH2:36][CH2:37][Si:38]([CH3:39])([CH3:40])[CH3:41])[cH:31][cH:32][n:33]2)[n:20][cH:21][cH:22]1)([CH3:42])[CH3:43]. The reactants are COc1ccc(Cl)c(Nc2ncnc3cc(OCc4ccccc4)cc(OCCCN4CCOCC4)c23)c1, C1CCOC1, CCO, [H][H], CN(C)C=O. Yields the product COc1ccc(Cl)c(Nc2ncnc3cc(O)cc(OCCCN4CCOCC4)c23)c1. As a reaction SMILES: [CH2:1]([c:2]1[cH:3][cH:4][cH:5][cH:6][cH:7]1)[O:8][c:9]1[cH:10][c:11]([O:29][CH2:30][CH2:31][CH2:32][N:33]2[CH2:34][CH2:35][O:36][CH2:37][CH2:38]2)[c:12]2[c:13]([NH:19][c:20]3[c:21]([Cl:28])[cH:22][cH:23][c:24]([O:26][CH3:27])[cH:25]3)[n:14][cH:15][n:16][c:17]2[cH:18]1.[CH2:42]1[O:43][CH2:44][CH2:45][CH2:46]1.[CH3:39][CH2:40][OH:41].[H:47][H:48].[O:49]=[CH:50][N:51]([CH3:52])[CH3:53]>>[OH:8][c:9]1[cH:10][c:11]([O:29][CH2:30][CH2:31][CH2:32][N:33]2[CH2:34][CH2:35][O:36][CH2:37][CH2:38]2)[c:12]2[c:13]([NH:19][c:20]3[c:21]([Cl:28])[cH:22][cH:23][c:24]([O:26][CH3:27])[cH:25]3)[n:14][cH:15][n:16][c:17]2[cH:18]1.